From a dataset of the Open Reaction Database (ORD), a public repository of structured organic reaction records. describe an organic reaction: reactants, conditions, products, and yield Starting materials: CC(C(C(=S)N)C1=NC=CC=C1)C (3-methyl-2-(2-pyridyl)thiobutanamide), C(C)NCC (diethylamine), C=O (formaldehyde). Solvent: CO (methanol). Conditions: time 48 hour. Product: C(C)N(CC)CNC(C(C(C)C)C1=NC=CC=C1)=S (N-diethylaminomethyl-3-methyl-2-(2-pyridyl)thiobutanamide). Reaction SMILES: [CH3:1][CH:2]([CH3:13])[CH:3]([C:7]1[CH:12]=[CH:11][CH:10]=[CH:9][N:8]=1)[C:4]([NH2:6])=[S:5].[CH2:14]([NH:16][CH2:17][CH3:18])[CH3:15].[CH2:19]=O>CO>[CH2:14]([N:16]([CH2:19][NH:6][C:4](=[S:5])[CH:3]([C:7]1[CH:12]=[CH:11][CH:10]=[CH:9][N:8]=1)[CH:2]([CH3:13])[CH3:1])[CH2:17][CH3:18])[CH3:15]. Procedure: A solution of 1.94 g. (0.01 mole) of 3-methyl-2-(2-pyridyl)thiobutanamide in 40 ml. of methanol is treated with 1.1 g. (0.015 mole) of diethylamine and 0.45 g. of formaldehyde. The mixture is kept for 48 hours at 25°C., then at 0°C. for 48 hours. The solvent is evaporated and the residue is dissolved in chloroform and washed with water. The solution is dried and the solvent is evaporated off. The residue is vacuum dried at 0.005 mm. and 25°C. for 6 hours to give N-diethylaminomethyl-3-methyl-2-(...